From a dataset of the Open Reaction Database (ORD), a public repository of structured organic reaction records. describe an organic reaction: reactants, conditions, products, and yield The reactants are ClC1=NC(N(C(=C1C=1N(CCN1)C(C)=O)Cl)N)C (4,6-dichloro-2-methyl-5-(1-acetyl-2-imidazolin-2-yl)-aminopyrimidine), C[O-].[Na+] (sodium methylate), O (water). Run in CO (methanol). Conditions: time 2 hour. The product is ClC1=NC(N(C(=C1C=1NCCN1)OC)N)C (4-chloro-6-methoxy-2-methyl-5-(2-imidazolin-2-yl)-aminopyrimidine). Yield: 85.7%. As a reaction SMILES: [Cl:1][C:2]1[C:7]([C:8]2[N:9](C(=O)C)[CH2:10][CH2:11][N:12]=2)=[C:6](Cl)[N:5]([NH2:17])[CH:4]([CH3:18])[N:3]=1.[CH3:19][O-:20].[Na+].O>CO>[Cl:1][C:2]1[C:7]([C:8]2[NH:9][CH2:10][CH2:11][N:12]=2)=[C:6]([O:20][CH3:19])[N:5]([NH2:17])[CH:4]([CH3:18])[N:3]=1 |f:1.2|. Procedure: 10 g 4,6-dichloro-2-methyl-5-(1-acetyl-2-imidazolin-2-yl)-aminopyrimidine are mixed with a solution of 3.78 g sodium methylate in 35 ml methanol and boiled for 2 hours. Then 100 ml water are added, cooled, and vacuum dried. 7.2 g of 4-chloro-6-methoxy-2-methyl-5-(2-imidazolin-2-yl)-aminopyrimidine is obtained. (Melting point 217°-219° C., decomposition) from nitromethane. Reactants: CN(C)C=O, O=C1CCC(=O)N1Cl, O=C1Cn2c(cc3ccccc32)-c2cc(Cl)ccc2N1. Reaction SMILES: [CH3:29][N:30]([CH3:31])[CH:32]=[O:33].[Cl:1][N:2]1[C:3](=[O:4])[CH2:5][CH2:6][C:7]1=[O:8].[Cl:9][c:10]1[cH:11][cH:12][c:13]2[c:14]([cH:28]1)-[c:15]1[n:16]([c:21]3[cH:22][cH:23][cH:24][cH:25][c:26]3[cH:27]1)[CH2:17][C:18](=[O:20])[NH:19]2>>[Cl:1][c:27]1[c:15]2[n:16]([c:21]3[cH:22][cH:23][cH:24][cH:25][c:26]31)[CH2:17][C:18](=[O:20])[NH:19][c:13]1[cH:12][cH:11][c:10]([Cl:9])[cH:28][c:14]1-2. The product is O=C1Cn2c(c(Cl)c3ccccc32)-c2cc(Cl)ccc2N1. Reactants: C1CCOC1, [Li]CCCC, COC(=O)C1(O)CC(O[Si](C)(C)C(C)(C)C)C(=O)C(O[Si](C)(C)C(C)(C)C)C1. Product: C=C1C(O[Si](C)(C)C(C)(C)C)CC(O)(C(=O)OC)CC1O[Si](C)(C)C(C)(C)C. RXN SMILES: [CH2:34]1[O:35][CH2:36][CH2:37][CH2:38]1.[CH3:1][CH2:2][CH2:3][CH2:4][Li:5].[CH3:6][O:7][C:8](=[O:9])[C:10]1([OH:33])[CH2:11][CH:12]([O:25][Si:26]([CH3:27])([CH3:28])[C:29]([CH3:30])([CH3:31])[CH3:32])[C:13](=[O:24])[CH:14]([O:16][Si:17]([CH3:18])([CH3:19])[C:20]([CH3:21])([CH3:22])[CH3:23])[CH2:15]1>>[CH2:1]=[C:13]1[CH:12]([O:25][Si:26]([CH3:27])([CH3:28])[C:29]([CH3:30])([CH3:31])[CH3:32])[CH2:11][C:10]([C:8]([O:7][CH3:6])=[O:9])([OH:33])[CH2:15][CH:14]1[O:16][Si:17]([CH3:18])([CH3:19])[C:20]([CH3:21])([CH3:22])[CH3:23]. Reactants: C(C)(=O)OC=1C=CC2=C(SC(=C2)CC)C1 (6-acetoxy-2-ethylbenzo[b]thiophene), C(C(=O)Cl)(=O)Cl (oxalyl chloride), [Al+3].[Cl-].[Cl-].[Cl-] (AlCl3), CN (methylamine). Yields the product CNC(=O)C=1C2=C(SC1CC)C=C(C=C2)O (2-Ethyl-6-hydroxybenzo[b]thiophene-3-carboxylic acid methylamide). Isolated yield 82.0%. Reaction SMILES: C([O:4][C:5]1[CH:6]=[CH:7][C:8]2[CH:12]=[C:11]([CH2:13][CH3:14])[S:10][C:9]=2[CH:15]=1)(=O)C.[C:16](Cl)(=[O:20])C(Cl)=O.[Al+3].[Cl-].[Cl-].[Cl-].[CH3:26][NH2:27]>>[CH3:26][NH:27][C:16]([C:12]1[C:8]2[CH:7]=[CH:6][C:5]([OH:4])=[CH:15][C:9]=2[S:10][C:11]=1[CH2:13][CH3:14])=[O:20] |f:2.3.4.5|. Procedure: This material was prepared from 6-acetoxy-2-ethylbenzo[b]thiophene 134c (1.77 g, 8 mmole) by acylation with oxalyl chloride in the presence of AlCl3, followed by treatment with methylamine in a manner as previously described for example 1d to give a pale yellow solid (1.55 g, 82%). 1H NMR (DMSO-d6) δ9.57 (1H, s), 8.15 (1H, q, J=4.5 Hz), 7.48 (1H, d, J=8.6 Hz), 7.19 (1H, d, J=2.3 Hz), 6.84 (1H, dd, J=2.3, 8.6 Hz), 2.90 (2H, q, J=7.5 Hz), 2.78 (3H, d, J=4.5 Hz), 1.22 (3H, t, J=7.5 Hz). Reactants: CCOC(C)=O, COC(=O)c1ccc(C2CCCO2)c(-c2cccc(Cl)c2)n1, CO, [Li+], [OH-], O. Product: O=C(O)c1ccc(C2CCCO2)c(-c2cccc(Cl)c2)n1. RXN SMILES: [C:26]([O:27][CH2:28][CH3:29])(=[O:30])[CH3:31].[CH3:1][O:2][C:3](=[O:4])[c:5]1[n:6][c:7](-[c:16]2[cH:17][c:18]([Cl:22])[cH:19][cH:20][cH:21]2)[c:8]([CH:11]2[O:12][CH2:13][CH2:14][CH2:15]2)[cH:9][cH:10]1.[CH3:32][OH:33].[Li+:25].[OH-:24].[OH2:23]>>[O:2]=[C:3]([OH:4])[c:5]1[n:6][c:7](-[c:16]2[cH:17][c:18]([Cl:22])[cH:19][cH:20][cH:21]2)[c:8]([CH:11]2[O:12][CH2:13][CH2:14][CH2:15]2)[cH:9][cH:10]1. As a reaction SMILES: [C:1](=[O:2])([CH3:3])[NH:4][c:5]1[s:6][c:7]([C:10]2=[N:15][CH:14]([c:16]3[c:17]([Cl:23])[cH:18][c:19]([F:22])[cH:20][cH:21]3)[C:13]([C:24](=[O:25])[O:26][CH2:27][CH3:28])=[C:12]([CH3:29])[NH:11]2)[cH:8][n:9]1.[CH3:31][CH2:32][OH:33].[ClH:30]>>[NH2:4][c:5]1[s:6][c:7]([C:10]2=[N:15][CH:14]([c:16]3[c:17]([Cl:23])[cH:18][c:19]([F:22])[cH:20][cH:21]3)[C:13]([C:24](=[O:25])[O:26][CH2:27][CH3:28])=[C:12]([CH3:29])[NH:11]2)[cH:8][n:9]1. The reactants are CCOC(=O)C1=C(C)NC(c2cnc(NC(C)=O)s2)=NC1c1ccc(F)cc1Cl, CCO, Cl. The product is CCOC(=O)C1=C(C)NC(c2cnc(N)s2)=NC1c1ccc(F)cc1Cl. Starting materials: NC1=NC(=CC=C1)Br (2-Amino-6-bromopyridine), ClC1=C(C=CC=C1)B(O)O (2-chlorophenylboronic acid), C([O-])([O-])=O.[Na+].[Na+] (sodium carbonate). Reagents/catalysts: [Pd].C1(=CC=CC=C1)P(C1=CC=CC=C1)C1=CC=CC=C1.C1(=CC=CC=C1)P(C1=CC=CC=C1)C1=CC=CC=C1.C1(=CC=CC=C1)P(C1=CC=CC=C1)C1=CC=CC=C1.C1(=CC=CC=C1)P(C1=CC=CC=C1)C1=CC=CC=C1 (tetrakis(triphenylphosphine) palladium(0)). Run in C1(=CC=CC=C1)C.C(C)O (toluene ethanol). Conditions: time 30 minute. Yields the product ClC1=C(C=CC=C1)C1=CC=CC(=N1)N (6-(2-chloro-phenyl)-pyridin-2-ylamine). Yield: 53.4%. Reaction SMILES: [NH2:1][C:2]1[CH:7]=[CH:6][CH:5]=[C:4](Br)[N:3]=1.[Cl:9][C:10]1[CH:15]=[CH:14][CH:13]=[CH:12][C:11]=1B(O)O.C(=O)([O-])[O-].[Na+].[Na+]>C1(C)C=CC=CC=1.C(O)C.[Pd].C1(P(C2C=CC=CC=2)C2C=CC=CC=2)C=CC=CC=1.C1(P(C2C=CC=CC=2)C2C=CC=CC=2)C=CC=CC=1.C1(P(C2C=CC=CC=2)C2C=CC=CC=2)C=CC=CC=1.C1(P(C2C=CC=CC=2)C2C=CC=CC=2)C=CC=CC=1>[Cl:9][C:10]1[CH:15]=[CH:14][CH:13]=[CH:12][C:11]=1[C:4]1[N:3]=[C:2]([NH2:1])[CH:7]=[CH:6][CH:5]=1 |f:2.3.4,5.6,7.8.9.10.11|. Reported procedure: 2-Amino-6-bromopyridine (1 g) and 2-chlorophenylboronic acid (1.039 g) were dissolved in toluene/ethanol (30 mL/3 mL) and at RT under an argon atmosphere treated with 2N aqueous sodium carbonate solution (6.13 mL). The mixture was stirred for 30 minutes at RT then treated with tetrakis(triphenylphosphine) palladium(0), 0.267 g, and heated to reflux for 24 h. The mixture was then cooled to RT and partitioned between AcOEt and water, the layers were separated and the organic layer dried over Na2SO...